From a dataset of the Open Reaction Database (ORD), a public repository of structured organic reaction records. describe an organic reaction: reactants, conditions, products, and yield Reactants: C(=O)NC=1SC=C(N1)C(C(=O)NC1[C@@H]2N(C=C(CS2)COC)C1=O)=NOC.S1CC=C(N2[C@H]1CC2=O)C(=O)O (7-[2-(2-formamidothiazol-4-yl)-2-methoxyiminoacetamido]-3-methoxymethyl-3-cephem 3-cephem-4-carboxylic acid), Cl (hydrochloric acid). Solvent: C(C)(C)OC(C)C (diisopropyl ether), CO (methanol), O1CCCC1 (tetrahydrofuran). Reaction conditions: temperature 30 celsius, time 4 hour. Yields the product Cl.NC=1SC=C(N1)C(C(=O)NC1[C@@H]2N(C(=C(CS2)COC)C(=O)O)C1=O)=NOC (7-[2-(2-aminothiazol-4-yl)-2-methoxyiminoacetamido]-3-methoxymethyl-3-cephem-4-carboxylic acid hydrochloride). Yield: 111.3%. RXN SMILES: C([NH:3][C:4]1[S:5][CH:6]=[C:7]([C:9](=[N:25][O:26][CH3:27])[C:10]([NH:12][CH:13]2[C:23](=[O:24])[N:15]3[CH:16]=[C:17]([CH2:20][O:21][CH3:22])[CH2:18][S:19][C@H:14]23)=[O:11])[N:8]=1)=O.S1[C@@H]2CC(=O)N2C([C:37]([OH:39])=[O:38])=CC1.[ClH:40]>CO.O1CCCC1.C(OC(C)C)(C)C>[ClH:40].[NH2:3][C:4]1[S:5][CH:6]=[C:7]([C:9](=[N:25][O:26][CH3:27])[C:10]([NH:12][CH:13]2[C:23](=[O:24])[N:15]3[C:16]([C:37]([OH:39])=[O:38])=[C:17]([CH2:20][O:21][CH3:22])[CH2:18][S:19][C@H:14]23)=[O:11])[N:8]=1 |f:0.1,6.7|. Procedure details: To a suspension of 7-[2-(2-formamidothiazol-4-yl)-2-methoxyiminoacetamido]-3-methoxymethyl-3-cephem-3-cephem-4-carboxylic acid (syn isomer) (0.52 g) in a mixture of methanol (3 ml) and tetrahydrofuran (2 ml) was added conc. hydrochloric acid (0.18 g), and the mixture was stirred at 30° C. for 4 hours. After the reaction mixture was cooled and diluted with diisopropyl ether, the precipitated crystals were collected by filtration, washed with diisopropyl ether and then dried to give 7-[2-(2-aminot... The reactants are C(C)OC(=O)C=1N=C(OC1C1=CC=C(C=C1)N1CCN(CC1)C(=O)OC(C)(C)C)I (tert-butyl 4-(4-(4-(ethoxycarbonyl)-2-iodooxazol-5-yl)phenyl)piperazine-1-carboxylate), NC=1C=NN(C1)C(=O)OC(C)(C)C (tert-butyl 4-amino-1H-pyrazole-1-carboxylate), C([O-])([O-])=O.[Cs+].[Cs+] (cesium carbonate), CC1(C2=CC=CC(=C2OC=2C(=CC=CC12)P(C1=CC=CC=C1)C1=CC=CC=C1)P(C1=CC=CC=C1)C1=CC=CC=C1)C (9,9-dimethyl-4,5-bis(diphenylphosphino)xanthene). Reagents/catalysts: C=1C=CC(=CC1)/C=C/C(=O)/C=C/C2=CC=CC=C2.C=1C=CC(=CC1)/C=C/C(=O)/C=C/C2=CC=CC=C2.C=1C=CC(=CC1)/C=C/C(=O)/C=C/C2=CC=CC=C2.[Pd].[Pd] (tris(dibenzylideneacetone)dipalladium(0)). Solvent: CC(C)(C)O (tBuOH), O1CCOCC1 (dioxane). Product: N1N=CC(=C1)NC=1OC(=C(N1)C(=O)O)C1=CC=C(C=C1)N1CCN(CC1)C(=O)OC(C)(C)C (2-(1H-pyrazol-4-ylamino)-5-(4-(4-(tert-butoxycarbonyl)piperazin-1-yl)phenyl)oxazole-4-carboxylic acid). Yield: 26.1%. RXN SMILES: C([O:3][C:4]([C:6]1[N:7]=[C:8](I)[O:9][C:10]=1[C:11]1[CH:16]=[CH:15][C:14]([N:17]2[CH2:22][CH2:21][N:20]([C:23]([O:25][C:26]([CH3:29])([CH3:28])[CH3:27])=[O:24])[CH2:19][CH2:18]2)=[CH:13][CH:12]=1)=[O:5])C.[NH2:31][C:32]1[CH:33]=[N:34][N:35](C(OC(C)(C)C)=O)[CH:36]=1.C(=O)([O-])[O-].[Cs+].[Cs+].CC1(C)C2C=CC=C(P(C3C=CC=CC=3)C3C=CC=CC=3)C=2OC2C1=CC=CC=2P(C1C=CC=CC=1)C1C=CC=CC=1>CC(O)(C)C.O1CCOCC1.C1C=CC(/C=C/C(/C=C/C2C=CC=CC=2)=O)=CC=1.C1C=CC(/C=C/C(/C=C/C2C=CC=CC=2)=O)=CC=1.C1C=CC(/C=C/C(/C=C/C2C=CC=CC=2)=O)=CC=1.[Pd].[Pd]>[NH:34]1[CH:33]=[C:32]([NH:31][C:8]2[O:9][C:10]([C:11]3[CH:16]=[CH:15][C:14]([N:17]4[CH2:22][CH2:21][N:20]([C:23]([O:25][C:26]([CH3:29])([CH3:27])[CH3:28])=[O:24])[CH2:19][CH2:18]4)=[CH:13][CH:12]=3)=[C:6]([C:4]([OH:3])=[O:5])[N:7]=2)[CH:36]=[N:35]1 |f:2.3.4,8.9.10.11.12|. Procedure details: A mixture of tert-butyl 4-(4-(4-(ethoxycarbonyl)-2-iodooxazol-5-yl)phenyl)piperazine-1-carboxylate (0.150 g, 0.28 mmol), tert-butyl 4-amino-1H-pyrazole-1-carboxylate (0.261 g, 1.42 mmol), cesium carbonate (0.462 g, 2.39 mmol), tris(dibenzylideneacetone)dipalladium(0) (0.012 g, 0.013 mmol) and 9,9-dimethyl-4,5-bis(diphenylphosphino)xanthene (0.0165 g, 0.029 mmol) in tBuOH (4.5 ml) and dioxane (4.5 ml) was degassed, placed under a nitrogen atmosphere and then stirred under reflux overnight. The re... The reactants are [Li]CCCC, CCCCCC, CN(C)CCN(C)C, ClC(Cl)(Cl)C(Cl)(Cl)Cl, Cl, O=C(O)c1ccc(F)cc1F, C1CCOC1, O. Product: O=C(O)c1ccc(F)c(Cl)c1F. As a reaction SMILES: [CH2:1]([Li:2])[CH2:3][CH2:4][CH3:5].[CH3:34][CH2:35][CH2:36][CH2:37][CH2:38][CH3:39].[CH3:6][N:7]([CH3:8])[CH2:9][CH2:10][N:11]([CH3:12])[CH3:13].[Cl:25][C:26]([C:27]([Cl:28])([Cl:29])[Cl:30])([Cl:31])[Cl:32].[ClH:33].[F:14][c:15]1[c:16]([C:17](=[O:18])[OH:19])[cH:20][cH:21][c:22]([F:24])[cH:23]1.[O:40]1[CH2:41][CH2:42][CH2:43][CH2:44]1.[OH2:45]>>[F:14][c:15]1[c:16]([C:17](=[O:18])[OH:19])[cH:20][cH:21][c:22]([F:24])[c:23]1[Cl:25]. Reactants: FC=1C=C(C=CC1C=1SC2=NC(=CC=C2N1)C1(CC1)C1=CC=CC=C1)N[C@H]1C[C@H](C1)C(=O)OC (Methyl cis-3-((3-fluoro-4-(5-(1-phenylcyclopropyl)[1,3]thiazolo[5,4-b]pyridin-2-yl)phenyl)amino)cyclobutanecarboxylate), [OH-].[Na+] (sodium hydroxide), Cl (HCl). The solvent is C1CCOC1 (THF), C1CCOC1 (THF). Reaction conditions: time 16 hour. Yields the product FC=1C=C(C=CC1C=1SC2=NC(=CC=C2N1)C1(CC1)C1=CC=CC=C1)N[C@H]1C[C@H](C1)C(=O)O (cis-3-((3-fluoro-4-(5-(1-phenylcyclopropyl)[1,3]thiazolo[5,4-b]pyridin-2-yl)phenyl)amino)cyclobutanecarboxylic acid). Reaction SMILES: [F:1][C:2]1[CH:3]=[C:4]([NH:26][C@@H:27]2[CH2:30][C@H:29]([C:31]([O:33]C)=[O:32])[CH2:28]2)[CH:5]=[CH:6][C:7]=1[C:8]1[S:9][C:10]2[C:15]([N:16]=1)=[CH:14][CH:13]=[C:12]([C:17]1([C:20]3[CH:25]=[CH:24][CH:23]=[CH:22][CH:21]=3)[CH2:19][CH2:18]1)[N:11]=2.[OH-].[Na+].Cl>C1COCC1>[F:1][C:2]1[CH:3]=[C:4]([NH:26][C@@H:27]2[CH2:30][C@H:29]([C:31]([OH:33])=[O:32])[CH2:28]2)[CH:5]=[CH:6][C:7]=1[C:8]1[S:9][C:10]2[C:15]([N:16]=1)=[CH:14][CH:13]=[C:12]([C:17]1([C:20]3[CH:25]=[CH:24][CH:23]=[CH:22][CH:21]=3)[CH2:18][CH2:19]1)[N:11]=2 |f:1.2|. Reported procedure: Methyl cis-3-((3-fluoro-4-(5-(1-phenylcyclopropyl)[1,3]thiazolo[5,4-b]pyridin-2-yl)phenyl)amino)cyclobutanecarboxylate (2.0 mg, 4.2 μmol) was dissolved in THF (42 μl) before 0.1 N sodium hydroxide (42 μl, 4.2 μmol) was added and stirred at ambient temperature for 16 h. The reaction mixture was acidified with 2 N HCl, diluted with THF, separated, dried over sodium sulfate, and was concentrated to give the title compound. MS (ESI) m/z: Calculated: 459.1; Observed: 460.0 (M++H).